Dataset: the Open Reaction Database (ORD), a public repository of structured organic reaction records. Task: describe an organic reaction: reactants, conditions, products, and yield Reactants: CCOC(=O)C(CC(C)C)C(=O)OCC, O=[N+]([O-])c1cc(F)c(F)cc1F, [H-], [Na+], CN(C)C=O, O. Product: CCOC(=O)C(CC(C)C)(C(=O)OCC)c1cc(F)c([N+](=O)[O-])cc1F. Reaction SMILES: [CH2:1]([CH3:2])[O:3][C:4]([CH:5]([C:6](=[O:7])[O:8][CH2:9][CH3:10])[CH2:11][CH:12]([CH3:13])[CH3:14])=[O:15].[F:18][c:19]1[c:20]([F:29])[cH:21][c:22]([F:28])[c:23]([N+:25](=[O:26])[O-:27])[cH:24]1.[H-:16].[Na+:17].[O:31]=[CH:32][N:33]([CH3:34])[CH3:35].[OH2:30]>>[CH2:1]([CH3:2])[O:3][C:4]([C:5]([C:6](=[O:7])[O:8][CH2:9][CH3:10])([CH2:11][CH:12]([CH3:13])[CH3:14])[c:20]1[c:19]([F:18])[cH:24][c:23]([N+:25](=[O:26])[O-:27])[c:22]([F:28])[cH:21]1)=[O:15]. The reactants are OP(=O)(O)O (H3PO4), ( S ), C(CCC)(=O)OSC=1SC=CC1 ((2-thienylthio) butyrate), C(=O)N (formamide), [S] (sulfur), S1C=CC=C1 (Thiophene), C(CCC)[Li] (n-butyl lithium), [Li]C=1SC=CC1 (2-lithiothiophene), [S] (sulfur), methyl (R)-3-(p-toluenesulfonyloxy) butyrate. Solvent: C(C)(=O)OCC (ethyl acetate), O (water), CC#N (CH3CN), O (H2O), C1CCOC1 (THF). Reaction conditions: temperature -5 celsius, time 1 hour. Yields the product S1C(=CC=C1)S[C@H](CC(=O)OC)C (Methyl (S)-3-(2-Thienylthio)butyrate). RXN SMILES: [S:1]1[CH:5]=[CH:4][CH:3]=[CH:2]1.C([Li])CCC.[Li]C1[S:13]C=CC=1.[S].OP(O)(O)=O.[C:23]([O:28]SC1SC=CC=1)(=O)[CH2:24][CH2:25][CH3:26].[CH:35](N)=[O:36]>C(OCC)(=O)C.O.CC#N.C1COCC1>[S:1]1[CH:5]=[CH:4][CH:3]=[C:2]1[S:13][C@@H:25]([CH3:26])[CH2:24][C:23]([O:36][CH3:35])=[O:28] |^3:16|. Reported procedure: Thiophene (18.1 mL, 19.0 g, 226 mmol) and anhydrous THF (200 mL, K.F. <0.05%) were charged to a 1-L three-necked round-bottomed flask fitted with a thermometer, mechanical stirrer, nitrogen bubbler, and addition funnel. The solution was cooled to -5° C. and n-butyl lithium (137 mL of 1.6 M in hexane, 219 mmol) was added at such a rate as to maintain the temperature at <0° C. After addition was complete the reaction was stirred for 1 h at 0°-5° C. To the rapidly stirred 2-lithiothiophene solution...